The task is: describe an organic reaction: reactants, conditions, products, and yield. This data is from the Open Reaction Database (ORD), a public repository of structured organic reaction records. The reactants are C(#N)C1=CC=C(C=C1)CCC(=O)N1CCCC2=CC(=CC=C12)S(=O)(=O)Cl (1-[3-(4-cyano-phenyl)-propionyl]-1,2,3,4-tetrahydro-quinoline-6-sulphonylchloride), NC1=CC=CC=C1 (aniline). The solvent is N1=CC=CC=C1 (pyridine). Product: C(#N)C1=CC=C(C=C1)CCC(=O)N1CCCC2=CC(=CC=C12)S(=O)(=O)NC1=CC=CC=C1 (1-[3-(4-cyano-phenyl)-propionyl]-6-phenylaminosulphonyl-1,2,3,4-tetrahydro-quinoline). RXN SMILES: [C:1]([C:3]1[CH:8]=[CH:7][C:6]([CH2:9][CH2:10][C:11]([N:13]2[C:22]3[C:17](=[CH:18][C:19]([S:23](Cl)(=[O:25])=[O:24])=[CH:20][CH:21]=3)[CH2:16][CH2:15][CH2:14]2)=[O:12])=[CH:5][CH:4]=1)#[N:2].[NH2:27][C:28]1[CH:33]=[CH:32][CH:31]=[CH:30][CH:29]=1>N1C=CC=CC=1>[C:1]([C:3]1[CH:8]=[CH:7][C:6]([CH2:9][CH2:10][C:11]([N:13]2[C:22]3[C:17](=[CH:18][C:19]([S:23]([NH:27][C:28]4[CH:33]=[CH:32][CH:31]=[CH:30][CH:29]=4)(=[O:25])=[O:24])=[CH:20][CH:21]=3)[CH2:16][CH2:15][CH2:14]2)=[O:12])=[CH:5][CH:4]=1)#[N:2]. Reported procedure: 2.33 g (6 mmol) of crude 1-[3-(4-cyano-phenyl)-propionyl]-1,2,3,4-tetrahydro-quinoline-6-sulphonylchloride are added dropwise, whilst cooling with ice, to a solution of 0.56 g of aniline in 15 ml of pyridine. Then the mixture is heated for 30 minutes to 100° C. and evaporated to dryness. The residue is chromatographed over a silica gel column with methylene chloride:ethyl acetate.